From a dataset of the Open Reaction Database (ORD), a public repository of structured organic reaction records. describe an organic reaction: reactants, conditions, products, and yield The reactants are ClC1=CC(=NC=N1)NC1=CC=C(C=C1)N1CCOCC1 (6-chloro-N-(4-morpholinophenyl)pyrimidin-4-amine), C1(CCCCC1)N (cyclohexylamine), CCN(C(C)C)C(C)C (DIPEA). Run in CCCCO (n-BuOH). Run at temperature 200 celsius. The product is C1(CCCCC1)NC1=NC=NC(=C1)NC1=CC=C(C=C1)N1CCOCC1 (N4-Cyclohexyl-N6-(4-morpholinophenyl)pyrimidine-4,6-diamine). The yield is 44.0%. As a reaction SMILES: Cl[C:2]1[N:7]=[CH:6][N:5]=[C:4]([NH:8][C:9]2[CH:14]=[CH:13][C:12]([N:15]3[CH2:20][CH2:19][O:18][CH2:17][CH2:16]3)=[CH:11][CH:10]=2)[CH:3]=1.[CH:21]1([NH2:27])[CH2:26][CH2:25][CH2:24][CH2:23][CH2:22]1.CCN(C(C)C)C(C)C>CCCCO>[CH:21]1([NH:27][C:2]2[CH:3]=[C:4]([NH:8][C:9]3[CH:14]=[CH:13][C:12]([N:15]4[CH2:20][CH2:19][O:18][CH2:17][CH2:16]4)=[CH:11][CH:10]=3)[N:5]=[CH:6][N:7]=2)[CH2:26][CH2:25][CH2:24][CH2:23][CH2:22]1. Procedure details: 78 mg of 6-chloro-N-(4-morpholinophenyl)pyrimidin-4-amine, 55 mg of cyclohexylamine and 72 mg if DIPEA were dissolved in 2 mL of n-BuOH and the mixture obtained was charged into a microwave vial and the vial obtained was heated to 200° C. for 90 minutes under microwave irradiation. Upon evaporation of n-BuOH a precipitate formed and was subjected to crystallization from n-BuOH-EtOH solvent mixture. N4-Cyclohexyl-N6-(4-morpholinophenyl)pyrimidine-4,6-diamine was obtained in the form of a colorles...